From a dataset of the Open Reaction Database (ORD), a public repository of structured organic reaction records. describe an organic reaction: reactants, conditions, products, and yield Reactants: I[Si](C)(C)C (iodotrimethylsilane), ClC1=C(C=CC(=C1)NC(=O)OCC)CN1OCC(C1=O)(C)C (2-[2-chloro-4-(ethoxycarbonylamino)phenyl]methyl-4,4-dimethyl-3-isoxazolidinone), Cl (hydrochloric acid). The solvent is C(Cl)(Cl)Cl (chloroform). Run at temperature 60 celsius, time 16 hour. Yields the product NC1=CC(=C(C=C1)CN1OCC(C1=O)(C)C)Cl (2-(4-amino-2-chlorophenyl)methyl-4,4-dimethyl-3-isoxazolidinone). As a reaction SMILES: [Cl:1][C:2]1[CH:7]=[C:6]([NH:8]C(OCC)=O)[CH:5]=[CH:4][C:3]=1[CH2:14][N:15]1[C:19](=[O:20])[C:18]([CH3:22])([CH3:21])[CH2:17][O:16]1.I[Si](C)(C)C.Cl>C(Cl)(Cl)Cl>[NH2:8][C:6]1[CH:5]=[CH:4][C:3]([CH2:14][N:15]2[C:19](=[O:20])[C:18]([CH3:21])([CH3:22])[CH2:17][O:16]2)=[C:2]([Cl:1])[CH:7]=1. Procedure: To a stirred suspension of 8.4 grams (0.026 mole) of 2-[2-chloro-4-(ethoxycarbonylamino)phenyl]methyl-4,4-dimethyl-3-isoxazolidinone in 100 ml of chloroform, under an argon atmosphere and at ambient temperature, was carefully added dropwise 6.0 grams (0.03 mole) of iodotrimethylsilane. Upon completion of addition the reaction mixture was warmed to 60° C. where it stirred for 16 hours. Five ml of methanolic 2N hydrochloric acid was added to the reaction mixture. The solution was stirred for 10 mi...